This data is from the Open Reaction Database (ORD), a public repository of structured organic reaction records. The task is: describe an organic reaction: reactants, conditions, products, and yield The reactants are C(C1=CC=CC=C1)N1C(C(=C(C=C1)O)[N+](=O)[O-])=O (1-benzyl-4-hydroxy-3-nitro-1H-pyridine-2-one), O=P(Cl)(Cl)Cl (POCl3). The product is C(C1=CC=CC=C1)N1C(C(=C(C=C1)Cl)[N+](=O)[O-])=O (1-benzyl-4-chloro-3-nitro-1H-pyridin-2-one). The yield is 36.9%. RXN SMILES: [CH2:1]([N:8]1[CH:13]=[CH:12][C:11](O)=[C:10]([N+:15]([O-:17])=[O:16])[C:9]1=[O:18])[C:2]1[CH:7]=[CH:6][CH:5]=[CH:4][CH:3]=1.O=P(Cl)(Cl)[Cl:21]>>[CH2:1]([N:8]1[CH:13]=[CH:12][C:11]([Cl:21])=[C:10]([N+:15]([O-:17])=[O:16])[C:9]1=[O:18])[C:2]1[CH:7]=[CH:6][CH:5]=[CH:4][CH:3]=1. Procedure details: A suspension of 1-benzyl-4-hydroxy-3-nitro-1H-pyridine-2-one (3.30 g, 13.4 mmol) in POCl3 (30.8 g, 201 mmol) was heated at for 1 h. After cooling to room temperature, the solvent was evaporated under reduced pressure, and water was carefully added to the chilled residue. The mixture was neutralized with 2 N NaOH, extracted with CHCl3, washed with brine, dried with MgSO4, and concentrated under reduced pressure. The resulting solid was rinsed with Et2O to give 1-benzyl-4-chloro-3-nitro-1H-pyridin...